Dataset: the Open Reaction Database (ORD), a public repository of structured organic reaction records. Task: describe an organic reaction: reactants, conditions, products, and yield Reactants: C(CCCCCCC(=O)Cl)(=O)Cl (suberoyl chloride), O (water), C(C)(=O)O[C@H]1[C@H](SC2=CC=C(C=C2)N)O[C@@H]([C@H]([C@@H]1OC(C)=O)O[C@@H]1[C@H](OC(C)=O)[C@@H](OC(C)=O)[C@H](OC(C)=O)[C@H](O1)COC(C)=O)COC(C)=O (4-aminophenyl 2,3,6-tri-O-acetyl-4-O-(2,3,4,6-tetra-O-acetyl-α-D-glucopyranosyl)-1-thio-β-D-glucopyranoside), N1=C(C=CC=C1)CC#N (pyridine-acetonitrile), C(CCCCCCC(=O)Cl)(=O)Cl (suberoyl chloride). The solvent is dry mixture, C(C)#N (acetonitrile). Run at time 18 hour. The product is C(C)(=O)O[C@H]1[C@@H](O[C@@H]([C@H]([C@@H]1OC(C)=O)O[C@@H]1[C@H](OC(C)=O)[C@@H](OC(C)=O)[C@H](OC(C)=O)[C@H](O1)COC(C)=O)COC(C)=O)SC1=CC=C(C=C1)NC(CCCCCCC(=O)NC1=CC=C(C=C1)S[C@H]1[C@H](OC(C)=O)[C@@H](OC(C)=O)[C@H](O[C@@H]2[C@H](OC(C)=O)[C@@H](OC(C)=O)[C@H](OC(C)=O)[C@H](O2)COC(C)=O)[C@H](O1)COC(C)=O)=O (N,N'-Bis[4-[2,3,6-tri-O-acetyl-4-O-(2,3,4,6-tetra-O-acetyl-α-D-glucopyranosyl)-β-D-glucopyranosylthio]phenyl]octanediamide). RXN SMILES: [C:1]([O:4][C@@H:5]1[C@@H:18]([O:19][C:20](=[O:22])[CH3:21])[C@H:17]([O:23][C@H:24]2[O:41][C@H:40]([CH2:42][O:43][C:44](=[O:46])[CH3:45])[C@@H:35]([O:36][C:37](=[O:39])[CH3:38])[C@H:30]([O:31][C:32](=[O:34])[CH3:33])[C@H:25]2[O:26][C:27](=[O:29])[CH3:28])[C@@H:16]([CH2:47][O:48][C:49](=[O:51])[CH3:50])[O:15][C@H:6]1[S:7][C:8]1[CH:13]=[CH:12][C:11]([NH2:14])=[CH:10][CH:9]=1)(=[O:3])[CH3:2].N1C=[CH:56][CH:55]=[CH:54][C:53]=1[CH2:58][C:59]#[N:60].[C:61](Cl)(=[O:71])[CH2:62][CH2:63][CH2:64][CH2:65][CH2:66][CH2:67][C:68](Cl)=[O:69].[OH2:73]>C(#N)C>[C:1]([O:4][C@@H:5]1[C@@H:18]([O:19][C:20](=[O:22])[CH3:21])[C@H:17]([O:23][C@H:24]2[O:41][C@H:40]([CH2:42][O:43][C:44](=[O:46])[CH3:45])[C@@H:35]([O:36][C:37](=[O:39])[CH3:38])[C@H:30]([O:31][C:32](=[O:34])[CH3:33])[C@H:25]2[O:26][C:27](=[O:29])[CH3:28])[C@@H:16]([CH2:47][O:48][C:49](=[O:51])[CH3:50])[O:15][C@H:6]1[S:7][C:8]1[CH:13]=[CH:12][C:11]([NH:14][C:61](=[O:71])[CH2:62][CH2:63][CH2:64][CH2:65][CH2:66][CH2:67][C:68]([NH:60][C:59]2[CH:58]=[CH:53][C:54]([S:7][C@@H:6]3[O:15][C@H:16]([CH2:47][O:48][C:49](=[O:51])[CH3:50])[C@@H:17]([O:23][C@H:24]4[O:41][C@H:40]([CH2:42][O:43][C:44](=[O:46])[CH3:45])[C@@H:35]([O:36][C:37](=[O:39])[CH3:38])[C@H:30]([O:31][C:32](=[O:34])[CH3:33])[C@H:25]4[O:26][C:27](=[O:29])[CH3:28])[C@H:18]([O:19][C:20](=[O:22])[CH3:21])[C@H:5]3[O:73][C:1](=[O:3])[CH3:2])=[CH:55][CH:56]=2)=[O:69])=[CH:10][CH:9]=1)(=[O:3])[CH3:2]. Reported procedure: To a stirred solution of 25 g of 4-aminophenyl 2,3,6-tri-O-acetyl-4-O-(2,3,4,6-tetra-O-acetyl-α-D-glucopyranosyl)-1-thio-β-D-glucopyranoside in 250 ml of a dry mixture of pyridine-acetonitrile (1:1) was added a solution of 3.55 g of suberoyl chloride in 10 ml of acetonitrile. This mixture was allowed to stand, under argon, for 18 hours. An additional 0.2 ml of suberoyl chloride was added, the solution was allowed to stand for an additional 18 hours and was then poured into 2 liters of water. Aft... The solvent is O1CCCC1 (tetrahydrofuran), O1CCCC1 (tetrahydrofuran), O1CCCC1 (tetrahydrofuran). RXN SMILES: [H-].[Na+].[CH2:3]([OH:7])[C:4]#[C:5][CH3:6].Cl[C:9]1[CH:14]=[C:13]([O:15][CH2:16][C:17]#[CH:18])[N:12]=[CH:11][N:10]=1.[Cl-].[NH4+]>O1CCCC1>[CH2:3]([O:7][C:9]1[CH:14]=[C:13]([O:15][CH2:16][C:17]#[CH:18])[N:12]=[CH:11][N:10]=1)[C:4]#[C:5][CH3:6] |f:0.1,4.5|. The product is C(C#CC)OC1=NC=NC(=C1)OCC#C (4-(2-butynyloxy)-6-(2-propynyloxy)pyrimidine). Yield: 187.6%. Starting materials: C(C#CC)O (2-butyn-1-ol), [H-].[Na+] (sodium hydride), [Cl-].[NH4+] (ammonium chloride), ClC1=NC=NC(=C1)OCC#C (4-chloro-6-(2-propynyloxy)pyrimidine). Procedure details: In 4 ml of tetrahydrofuran was suspended 0.12 g of sodium hydride (60% in oil), to which 0.7 ml of a tetrahydrofuran solution containing 0.18 g of 2-butyn-1-ol was slowly added dropwise with stirring at room temperature. The mixture was stirred at room temperature for 20 minutes and then cooled to 0° C., to which 0.7 ml of a tetrahydrofuran solution containing 0.4 g of 4-chloro-6-(2-propynyloxy)pyrimidine was slowly added dropwise. The mixture was further stirred at 0° C. for 4.5 hours. The reac... Starting materials: P(=S)(OCC)(OCC)Cl (diethyl chlorothiophosphate), OC1=NSC(=N1)N(C)C (3 -hydroxy-5-dimethylamino-1,2,4-thiadiazole). Yields the product C(C)OP(=S)(OCC)OC1=NSC(=N1)N(C)C (3-(diethoxythiophosphoryloxy)-5-dimethylamino-1,2,4-thiadiazole). As a reaction SMILES: [P:1](Cl)([O:6][CH2:7][CH3:8])([O:3][CH2:4][CH3:5])=[S:2].[OH:10][C:11]1[N:15]=[C:14]([N:16]([CH3:18])[CH3:17])[S:13][N:12]=1>>[CH2:4]([O:3][P:1]([O:10][C:11]1[N:15]=[C:14]([N:16]([CH3:18])[CH3:17])[S:13][N:12]=1)([O:6][CH2:7][CH3:8])=[S:2])[CH3:5]. Procedure: Using the procedure of Example 6, diethyl chlorothiophosphate and 3 -hydroxy-5-dimethylamino-1,2,4-thiadiazole were reacted and after chromatography and elution with an 8-2benzene-ethylacetate mixture, there was obtained 3-(diethoxythiophosphoryloxy)-5-dimethylamino-1,2,4-thiadiazole with a melting point of 48° C and Rf=0.55. Starting materials: BrC=1C(=NC(=NC1)N(C(C)=O)[C@@H](C)C1=CC=CC=C1)C1=CN=C2N1C=CC=C2C (N-[5-bromo-4-(8-methylimidazo[1,2-a]pyridin-3-yl)-2-pyrimidinyl]-N-[(1S)-1-phenylethyl]acetamide), C1(=CC=CC=C1)P(C1=CC=CC=2C(C3=CC=CC(=C3OC12)P(C1=CC=CC=C1)C1=CC=CC=C1)(C)C)C1=CC=CC=C1 (4,5-bis(diphenylphosphino)-9,9-dimethylxanthene), C([O-])([O-])=O.[Cs+].[Cs+] (cesium carbonate), CN1CCNCC1 (1-methylpiperazine), C(O)([O-])=O.[Na+] (sodium hydrogen carbonate). Reagents/catalysts: C=1C=CC(=CC1)/C=C/C(=O)/C=C/C2=CC=CC=C2.C=1C=CC(=CC1)/C=C/C(=O)/C=C/C2=CC=CC=C2.[Pd] (bis(dibenzylideneacetone)palladium). Run in O1CCOCC1 (1,4-dioxane), C1(=CC=CC=C1)C (toluene), O (water). Conditions: temperature 80 celsius, time 3 day. Yields the product CC=1C=2N(C=CC1)C(=CN2)C2=NC(=NC=C2N2CCN(CC2)C)N(C(C)=O)[C@@H](C)C2=CC=CC=C2 (N-[4-(8-methylimidazo[1,2-a]pyridin-3-yl)-5-(4-methyl-1-piperazinyl)-2-pyrimidinyl]-N-[(1S)-1-phenylethyl]acetamide). As a reaction SMILES: Br[C:2]1[C:3]([C:20]2[N:24]3[CH:25]=[CH:26][CH:27]=[C:28]([CH3:29])[C:23]3=[N:22][CH:21]=2)=[N:4][C:5]([N:8]([C@H:12]([C:14]2[CH:19]=[CH:18][CH:17]=[CH:16][CH:15]=2)[CH3:13])[C:9](=[O:11])[CH3:10])=[N:6][CH:7]=1.C1(P(C2C=CC=CC=2)C2C3OC4C(=CC=CC=4P(C4C=CC=CC=4)C4C=CC=CC=4)C(C)(C)C=3C=CC=2)C=CC=CC=1.C(=O)([O-])[O-].[Cs+].[Cs+].[CH3:78][N:79]1[CH2:84][CH2:83][NH:82][CH2:81][CH2:80]1.C(=O)([O-])O.[Na+]>C1C=CC(/C=C/C(/C=C/C2C=CC=CC=2)=O)=CC=1.C1C=CC(/C=C/C(/C=C/C2C=CC=CC=2)=O)=CC=1.[Pd].O.O1CCOCC1.C1(C)C=CC=CC=1>[CH3:29][C:28]1[C:23]2[N:24]([C:20]([C:3]3[C:2]([N:82]4[CH2:83][CH2:84][N:79]([CH3:78])[CH2:80][CH2:81]4)=[CH:7][N:6]=[C:5]([N:8]([C@H:12]([C:14]4[CH:19]=[CH:18][CH:17]=[CH:16][CH:15]=4)[CH3:13])[C:9](=[O:11])[CH3:10])[N:4]=3)=[CH:21][N:22]=2)[CH:25]=[CH:26][CH:27]=1 |f:2.3.4,6.7,8.9.10|. Procedure: The mixture of 17 mg of N-[5-bromo-4-(8-methylimidazo[1,2-a]pyridin-3-yl)-2-pyrimidinyl]-N-[(1S)-1-phenylethyl]acetamide [16-1], 2.17 mg of bis(dibenzylideneacetone)palladium, 19 mg of 4,5-bis(diphenylphosphino)-9,9-dimethylxanthene, 17.2 mg of cesium carbonate, 5.0 μL of 1-methylpiperazine, 0.25 mL of toluene, and 0.5 mL of 1,4-dioxane, was stirred at 80° C. for 3 days. After cooling the reaction mixture back to room temperature, a saturated aqueous solution of sodium hydrogen carbonate and wat... Starting materials: S(=O)(Cl)Cl (Thionyl chloride), NC1=NC(=C(C(=N1)C)CC1=C(C=C(C=C1)CO)F)NCCCCC ((4-((2-Amino-4-methyl-6-(pentylamino)pyrimidin-5-yl)methyl)-3-fluorophenyl)methanol). Solvent: C(Cl)Cl (DCM). Reaction conditions: time 2 hour. Yields the product ClCC1=CC(=C(CC=2C(=NC(=NC2C)N)NCCCCC)C=C1)F (5-(4-(Chloromethyl)-2-fluorobenzyl)-6-methyl-N4-pentylpyrimidine-2,4-diamine). Reaction SMILES: S(Cl)([Cl:3])=O.[NH2:5][C:6]1[N:11]=[C:10]([CH3:12])[C:9]([CH2:13][C:14]2[CH:19]=[CH:18][C:17]([CH2:20]O)=[CH:16][C:15]=2[F:22])=[C:8]([NH:23][CH2:24][CH2:25][CH2:26][CH2:27][CH3:28])[N:7]=1>C(Cl)Cl>[Cl:3][CH2:20][C:17]1[CH:18]=[CH:19][C:14]([CH2:13][C:9]2[C:8]([NH:23][CH2:24][CH2:25][CH2:26][CH2:27][CH3:28])=[N:7][C:6]([NH2:5])=[N:11][C:10]=2[CH3:12])=[C:15]([F:22])[CH:16]=1. Reported procedure: Thionyl chloride (0.224 mL) was added to a solution of the product from step (v) (0.85 g) in DCM (15 mL) under nitrogen. The resulting mixture was stirred at rt for 2 h. The reaction mixture was evaporated to dryness under reduced pressure to give the subtitle compound as a yellow solid 0.85 g that was used without purification. Starting materials: BrC1=CC(=C(C=C1[N+](=O)[O-])N1C(N(C(=C(C1=O)C)C(F)(F)F)C)=O)F (3-(4-Bromo-2-fluoro-5-nitrophenyl)-1,5-dimethyl-6-trifluoromethyl-2,4(1H,3H)-pyrimidinedione), C[Si](C)(C)C#C (trimethylsilylacetylene). Reagents/catalysts: [Cu]I (copper(I) iodide). Run in C(C)N(CC)CC (triethylamine), C(C)N(CC)CC (triethylamine). Reaction conditions: time 5 hour. Product: FC1=C(C=C(C(=C1)C#C[Si](C)(C)C)[N+](=O)[O-])N1C(N(C(=C(C1=O)C)C(F)(F)F)C)=O (3-{2-fluoro-5-nitro-4-[2-(trimethylsilyl)-1-ethynyl]phenyl}-1,5-dimethyl-6-trifluoromethyl-2,4(1H,3H)-pyrimidinedione). Yield: 87.0%. As a reaction SMILES: Br[C:2]1[C:7]([N+:8]([O-:10])=[O:9])=[CH:6][C:5]([N:11]2[C:16](=[O:17])[C:15]([CH3:18])=[C:14]([C:19]([F:22])([F:21])[F:20])[N:13]([CH3:23])[C:12]2=[O:24])=[C:4]([F:25])[CH:3]=1.[CH3:26][Si:27]([C:30]#[CH:31])([CH3:29])[CH3:28]>C(N(CC)CC)C.[Cu]I>[F:25][C:4]1[CH:3]=[C:2]([C:31]#[C:30][Si:27]([CH3:29])([CH3:28])[CH3:26])[C:7]([N+:8]([O-:10])=[O:9])=[CH:6][C:5]=1[N:11]1[C:16](=[O:17])[C:15]([CH3:18])=[C:14]([C:19]([F:22])([F:21])[F:20])[N:13]([CH3:23])[C:12]1=[O:24]. Reported procedure: 3-(4-Bromo-2-fluoro-5-nitrophenyl)-1,5-dimethyl-6-trifluoromethyl-2,4(1H,3H)-pyrimidinedione (12.85 g), trimethylsilylacetylene (5.93 g), a palladium chloride-ditriphenylphosphine complex (1.06 g) and copper(I) iodide (0.302 g) were suspended in triethylamine (210 ml), and the mixture was stirred at room temperature for 5 hours. After the reaction, triethylamine was distilled off under reduced pressure. Ethyl acetate was added thereto, and insolubles were filtered. Then, ethyl acetate was distil... RXN SMILES: [CH3:1][O:2][c:3]1[cH:4][cH:5][c:6]([CH2:9][O:10][c:11]2[cH:12][cH:13][c:14]([N+:18]([O-:19])=[O:20])[c:15]([NH2:17])[n:16]2)[cH:7][cH:8]1.[CH3:21][C:22](=[O:23])[OH:24].[CH3:25][OH:26].[Zn:27]>>[CH3:1][O:2][c:3]1[cH:4][cH:5][c:6]([CH2:9][O:10][c:11]2[cH:12][cH:13][c:14]([NH2:18])[c:15]([NH2:17])[n:16]2)[cH:7][cH:8]1. Product: COc1ccc(COc2ccc(N)c(N)n2)cc1. Reactants: COc1ccc(COc2ccc([N+](=O)[O-])c(N)n2)cc1, CC(=O)O, CO, [Zn]. The reactants are FC=1C(=C(C=CC1)C(=O)N1[C@@H]2[C@@H](C[C@H]1CC2)NC2=NC=C(C=N2)C(F)(F)F)I ((3-fluoro-2-iodophenyl)((1S,2R,4R)-2-((5-(trifluoromethyl)pyrimidin-2-yl)amino)-7-azabicyclo[2.2.1]heptan-7-yl)methanone), IC1=C(C=CC=C1C)C(=O)N1[C@@H]2[C@@H](C[C@H]1CC2)NC2=NC=C(C=N2)C(F)(F)F ((2-iodo-3-methylphenyl)((1S,2R,4R)-2-((5-(trifluoromethyl)pyrimidin-2-yl)amino)-7-azabicyclo[2.2.1]heptan-7-yl)methanone), C(CCC)[Sn](C=1OC=CN1)(CCCC)CCCC (2-(tributylstannyl)oxazole), C(CCC)[Sn](C1=NC=CC=C1)(CCCC)CCCC (2-(tributylstannyl)pyridine). Product: CC=1C(=C(C=CC1)C(=O)N1[C@@H]2[C@@H](C[C@H]1CC2)NC2=NC=C(C=N2)C(F)(F)F)C2=NC=CC=C2 ((3-methyl-2-(pyridin-2-yl)phenyl)((1S,2R,4R)-2-((5-(trifluoromethyl)pyrimidin-2-yl)amino)-7-azabicyclo[2.2.1]heptan-7-yl)methanone). RXN SMILES: FC1C(I)=C(C(N2[C@@H:14]3[CH2:15]C[C@H]2[C@H:12]([NH:17][C:18]2N=CC(C(F)(F)F)=CN=2)[CH2:13]3)=O)C=CC=1.I[C:30]1[C:35]([CH3:36])=[CH:34][CH:33]=[CH:32][C:31]=1[C:37]([N:39]1[C@@H:43]2[CH2:44][CH2:45][C@H:40]1[C@H:41]([NH:46][C:47]1[N:52]=[CH:51][C:50]([C:53]([F:56])([F:55])[F:54])=[CH:49][N:48]=1)[CH2:42]2)=[O:38].C([Sn](CCCC)(CCCC)C1OC=CN=1)CCC.C([Sn](CCCC)(CCCC)C1C=CC=CN=1)CCC>>[CH3:36][C:35]1[C:30]([C:12]2[CH:13]=[CH:14][CH:15]=[CH:18][N:17]=2)=[C:31]([C:37]([N:39]2[C@@H:43]3[CH2:44][CH2:45][C@H:40]2[C@H:41]([NH:46][C:47]2[N:52]=[CH:51][C:50]([C:53]([F:56])([F:55])[F:54])=[CH:49][N:48]=2)[CH2:42]3)=[O:38])[CH:32]=[CH:33][CH:34]=1. Procedure: Prepared analogous to Example 284 substituting title compound of Example 277 with title compound of Example 276 and 2-(tributylstannyl)oxazole with 2-(tributylstannyl)pyridine. MS (ESI) mass calcd. for: C24H22F3N5O, 453.2 m/z found 454.2 [M+H]+. 1H NMR (400 MHz, Chloroform-d) 8.72-8.66 (m, 1H), 8.45 (s, 0.5H), 8.39 (s, 1.5H), 7.86-7.75 (m, 1H), 7.52-7.44 (m, 1H), 7.38-7.20 (m, 4.2H), 7.18-7.12 (m, 0.8H), 4.72-4.65 (m, 0.8H), 4.49-4.45 (m, 0.2H), 4.32 (s, 0.8H), 4.03-3.95 (m, 1H), 3.88-3.83 (m, 0...